From a dataset of the Open Reaction Database (ORD), a public repository of structured organic reaction records. describe an organic reaction: reactants, conditions, products, and yield The reactants are CCOC(C)=O, CN1CCN(c2ccc([N+](=O)[O-])c(C#N)c2)CC1. The product is CN1CCN(c2ccc(N)c(C#N)c2)CC1. Reaction SMILES: [CH3:19][CH2:20][O:21][C:22]([CH3:23])=[O:24].[CH3:1][N:2]1[CH2:3][CH2:4][N:5]([c:8]2[cH:9][cH:10][c:11]([N+:16]([O-:17])=[O:18])[c:12]([C:14]#[N:15])[cH:13]2)[CH2:6][CH2:7]1>>[CH3:1][N:2]1[CH2:3][CH2:4][N:5]([c:8]2[cH:9][cH:10][c:11]([NH2:16])[c:12]([C:14]#[N:15])[cH:13]2)[CH2:6][CH2:7]1. Starting materials: CN1N=CC(=C1C(NC=1C=CC=2N(C1)N=C(N2)C=2C=NC=CC2)=O)C(=O)OCC (ethyl 1-methyl-5-(2-(pyridin-3-yl)-[1,2,4]triazolo[1,5-a]pyridin-6-ylcarbamoyl)-1H-pyrazole-4-carboxylate), O.[OH-].[Li+] (lithium hydroxide hydrate), Cl (hydrochloric acid). Run in CO (methanol), O (water). Run at temperature 25 celsius, time 18 hour. The product is CN1N=CC(=C1C(NC=1C=CC=2N(C1)N=C(N2)C=2C=NC=CC2)=O)C(=O)O (1-Methyl-5-(2-pyridin-3-yl-[1,2,4]triazolo[1,5-a]pyridin-6-ylcarbamoyl)-1H-pyrazole-4-carboxylic acid). As a reaction SMILES: [CH3:1][N:2]1[C:6]([C:7](=[O:24])[NH:8][C:9]2[CH:10]=[CH:11][C:12]3[N:13]([N:15]=[C:16]([C:18]4[CH:19]=[N:20][CH:21]=[CH:22][CH:23]=4)[N:17]=3)[CH:14]=2)=[C:5]([C:25]([O:27]CC)=[O:26])[CH:4]=[N:3]1.O.[OH-].[Li+].Cl>CO.O>[CH3:1][N:2]1[C:6]([C:7](=[O:24])[NH:8][C:9]2[CH:10]=[CH:11][C:12]3[N:13]([N:15]=[C:16]([C:18]4[CH:19]=[N:20][CH:21]=[CH:22][CH:23]=4)[N:17]=3)[CH:14]=2)=[C:5]([C:25]([OH:27])=[O:26])[CH:4]=[N:3]1 |f:1.2.3|. Procedure: A mixture of ethyl 1-methyl-5-(2-(pyridin-3-yl)-[1,2,4]triazolo[1,5-a]pyridin-6-ylcarbamoyl)-1H-pyrazole-4-carboxylate (810 mg, 2.07 mmol) and lithium hydroxide hydrate (434 mg, 10.3 mmol) in methanol (30 ml) and water (5 ml) was stirred for 18 hours at 25° C. The mixture was adjusted to pH=7 using hydrochloric acid (2molar, 5.15 ml) and then evaporated to dryness under reduced pressure. 1-Methyl-5-(2-pyridin-3-yl-[1,2,4]triazolo[1,5-a]pyridin-6-ylcarbamoyl)-1H-pyrazole-4-carboxylic acid (1.38 g... Reactants: C(C1=CC=CC=C1)(=O)C1=C(C=C(OCC(=O)OC)C=C1)O (methyl 4-benzoyl-3-hydroxyphenoxyacetate), OC1CC(N(C(C1)(C)C)OCCCCCCCC)(C)C (4-hydroxy-1-octyloxy-2,2,6,6-tetramethylpiperidine). Solvent: C=1(C(=CC=CC1)C)C (xylene). Run at temperature 80 celsius. Product: OC1=C(C(=O)C2=CC=CC=C2)C=CC(=C1)OCC(=O)OC1CC(N(C(C1)(C)C)OCCCCCCCC)(C)C (2-Hydroxy-4-[(1-octyloxy-2,2,6,6-tetramethylpiperidin-4-yloxy)-carbonylmethoxy]benzophenone). Isolated yield 78.7%. Reaction SMILES: [C:1]([C:9]1[CH:20]=[CH:19][C:12]([O:13][CH2:14][C:15]([O:17][CH3:18])=[O:16])=[CH:11][C:10]=1[OH:21])(=[O:8])[C:2]1[CH:7]=[CH:6][CH:5]=[CH:4][CH:3]=1.OC1[CH2:28][C:27]([CH3:30])([CH3:29])[N:26]([O:31][CH2:32][CH2:33][CH2:34][CH2:35][CH2:36][CH2:37][CH2:38][CH3:39])[C:25]([CH3:41])([CH3:40])[CH2:24]1>C1(C)C(C)=CC=CC=1>[OH:21][C:10]1[CH:11]=[C:12]([O:13][CH2:14][C:15]([O:17][CH:18]2[CH2:30][C:27]([CH3:28])([CH3:29])[N:26]([O:31][CH2:32][CH2:33][CH2:34][CH2:35][CH2:36][CH2:37][CH2:38][CH3:39])[C:25]([CH3:40])([CH3:41])[CH2:24]2)=[O:16])[CH:19]=[CH:20][C:9]=1[C:1]([C:2]1[CH:3]=[CH:4][CH:5]=[CH:6][CH:7]=1)=[O:8]. Procedure details: A mixture of 22.0 g (76.8 mmol) of methyl 4-benzoyl-3-hydroxyphenoxyacetate, 32.9 g (0.115 mol) of 4-hydroxy-1-octyloxy-2,2,6,6-tetramethylpiperidine, and 100 ml of xylene is heated at reflux. Water is removed by fractional distillation. The reaction mixture is cooled to 80° C., treated with 2.1 g of lithium amide, and diluted with 50 ml of xylene. The reaction mixture is heated at reflux for 2 hours, and methanol is removed by fractional distillation. The reaction mixture is cooled, then dilute...